From a dataset of the Open Reaction Database (ORD), a public repository of structured organic reaction records. describe an organic reaction: reactants, conditions, products, and yield The reactants are CC[SiH](CC)CC, O=C1N(CCC2CC2)c2ccccc2C1(O)c1cc2c(cc1O)OCO2, ClCCl, O=C(O)C(F)(F)F. Yields the product O=C1C(c2cc3c(cc2O)OCO3)c2ccccc2N1CCC1CC1. RXN SMILES: [CH2:34]([SiH:35]([CH2:36][CH3:37])[CH2:38][CH3:39])[CH3:40].[CH:1]1([CH2:4][CH2:5][N:6]2[C:7](=[O:26])[C:8]([c:15]3[cH:16][c:17]4[c:18]([cH:22][c:23]3[OH:24])[O:19][CH2:20][O:21]4)([OH:25])[c:9]3[cH:10][cH:11][cH:12][cH:13][c:14]32)[CH2:2][CH2:3]1.[Cl:41][CH2:42][Cl:43].[OH:27][C:28]([C:29]([F:30])([F:31])[F:32])=[O:33]>>[CH:1]1([CH2:4][CH2:5][N:6]2[C:7](=[O:26])[CH:8]([c:15]3[cH:16][c:17]4[c:18]([cH:22][c:23]3[OH:24])[O:19][CH2:20][O:21]4)[c:9]3[cH:10][cH:11][cH:12][cH:13][c:14]32)[CH2:2][CH2:3]1. The reactants are [BH4-], CC(=O)O, CC(C)=O, Nc1ccc(F)cc1, [Na+], [Na+], [OH-], O. Product: CC(C)Nc1ccc(F)cc1. RXN SMILES: [BH4-:13].[CH3:17][C:18](=[O:19])[OH:20].[CH3:9][C:10]([CH3:11])=[O:12].[NH2:1][c:2]1[cH:3][cH:4][c:5]([F:6])[cH:7][cH:8]1.[Na+:14].[Na+:16].[OH-:15].[OH2:21]>>[NH:1]([c:2]1[cH:3][cH:4][c:5]([F:6])[cH:7][cH:8]1)[CH:10]([CH3:9])[CH3:11]. The reactants are O=C([O-])[O-], CO, [Cl-], CC(=O)OCc1nccc(Oc2ccc3c(cc(C)n3C(=O)Nc3cccc(C(F)(F)F)c3)c2F)n1, [K+], [K+], [NH4+], O. Product: Cc1cc2c(F)c(Oc3ccnc(CO)n3)ccc2n1C(=O)Nc1cccc(C(F)(F)F)c1. As a reaction SMILES: [C:1](=[O:2])([O-:3])[O-:4].[CH3:46][OH:47].[Cl-:43].[F:7][c:8]1[c:9]2[cH:10][c:11]([CH3:42])[n:12]([C:29]([NH:30][c:31]3[cH:32][c:33]([C:37]([F:38])([F:39])[F:40])[cH:34][cH:35][cH:36]3)=[O:41])[c:13]2[cH:14][cH:15][c:16]1[O:17][c:18]1[n:19][c:20]([CH2:24][O:25][C:26](=[O:27])[CH3:28])[n:21][cH:22][cH:23]1.[K+:5].[K+:6].[NH4+:44].[OH2:45]>>[F:7][c:8]1[c:9]2[cH:10][c:11]([CH3:42])[n:12]([C:29]([NH:30][c:31]3[cH:32][c:33]([C:37]([F:38])([F:39])[F:40])[cH:34][cH:35][cH:36]3)=[O:41])[c:13]2[cH:14][cH:15][c:16]1[O:17][c:18]1[n:19][c:20]([CH2:24][OH:25])[n:21][cH:22][cH:23]1. The solvent is CN1C(CCC1)=O (N-methylpyrrolidone), O (water). Procedure: A mixture of 2-ethyl-4-quinolone (1.73 g), (prepared by a similar method to that described in Org. Syn., Coll. Vol. III, p.374 and p.593 from aniline and methyl propionylacetate), 4'-bromomethylbiphenyl-2-carbonitrile (A) (3.1 g) and solid potassium carbonate (1.81 g) in N-methylpyrrolidone (40 ml) were stirred for 36 hours under nitrogen. The mixture was then added dropwise to water (100 ml) at 15°-25° C. and stirred for 30 minutes. The suspended solid was collected by filtration, washed with w... Run at time 30 minute. Yields the product C(C)C1=NC2=CC=CC=C2C(=C1)OCC1=CC=C(C=C1)C=1C(=CC=CC1)C#N (4'-[(2-ethylquinolin-4-yloxy)methyl]-biphenyl-2-carbonitrile). The yield is 111.6%. As a reaction SMILES: C(C1CC(=O)C2C(=CC=CC=2)N=1)C.C1(C(C2NN=NN=2)(C2C=CC=CC=2)C2C=CC=CC=2)C=CC=CC=1.NC1C=CC=CC=1.C(CC(OC)=O)(=O)CC.[CH2:54]([C:57]1[CH:66]=[C:65]([O:67][CH2:68][C:69]2[CH:74]=[CH:73][C:72]([C:75]3[CH:80]=[CH:79][CH:78]=[CH:77][C:76]=3[C:81]3N=NN(C(C4C=CC=CC=4)(C4C=CC=CC=4)C4C=CC=CC=4)[N:85]=3)=[CH:71][CH:70]=2)[C:64]2[C:59](=[CH:60][CH:61]=[CH:62][CH:63]=2)[N:58]=1)[CH2:55]C.C(=O)([O-])[O-].[K+].[K+]>CN1CCCC1=O.O>[CH2:54]([C:57]1[CH:66]=[C:65]([O:67][CH2:68][C:69]2[CH:74]=[CH:73][C:72]([C:75]3[C:76]([C:81]#[N:85])=[CH:77][CH:78]=[CH:79][CH:80]=3)=[CH:71][CH:70]=2)[C:64]2[C:59](=[CH:60][CH:61]=[CH:62][CH:63]=2)[N:58]=1)[CH3:55] |f:5.6.7|. Starting materials: C1(=CC=CC=C1)C(C1=CC=CC=C1)(C1=CC=CC=C1)C1=NN=NN1 (triphenylmethyl tetrazole), NC1=CC=CC=C1 (aniline), C(CC)(=O)CC(=O)OC (methyl propionylacetate), C(CC)C1=NC2=CC=CC=C2C(=C1)OCC1=CC=C(C=C1)C1=C(C=CC=C1)C=1N=NN(N1)C(C1=CC=CC=C1)(C1=CC=CC=C1)C1=CC=CC=C1 (2-propyl-4-[(2'-(2-triphenylmethyl-2H-tetrazol-5-yl)biphenyl-4-yl)methoxy]quinoline), C([O-])([O-])=O.[K+].[K+] (potassium carbonate), C(C)C1=NC2=CC=CC=C2C(C1)=O (2-ethyl-4-quinolone). Reactants: C1CCOC1, C[Si](C)(C)[N-][Si](C)(C)C, CC=O, O=C1CCC(c2ccc(Cl)c(Cl)c2)c2ccccc21, [Li+]. The product is CC=C1CC(c2ccc(Cl)c(Cl)c2)c2ccccc2C1=O. As a reaction SMILES: [CH2:33]1[O:34][CH2:35][CH2:36][CH2:37]1.[CH3:21][Si:22]([N-:23][Si:24]([CH3:25])([CH3:26])[CH3:27])([CH3:28])[CH3:29].[CH:30]([CH3:31])=[O:32].[Cl:1][c:2]1[cH:3][c:4]([CH:9]2[CH2:10][CH2:11][C:12](=[O:19])[c:13]3[cH:14][cH:15][cH:16][cH:17][c:18]32)[cH:5][cH:6][c:7]1[Cl:8].[Li+:20]>>[Cl:1][c:2]1[cH:3][c:4]([CH:9]2[CH2:10][C:11](=[CH:30][CH3:31])[C:12](=[O:19])[c:13]3[cH:14][cH:15][cH:16][cH:17][c:18]32)[cH:5][cH:6][c:7]1[Cl:8]. Yields the product CC=1C(=CC=2C(CCC(C2C1)(C)C)(C)C)/C(=C/C1=CC=C(S1)C(=O)O)/[Si](C)(C)C ((Z)-5-[2-(3,5,5,8,8-Pentamethyl-5,6,7,8-tetrahydronaphthalen-2-yl)-2-(trimethylsilyl)vinyl]thiophene-2-carboxylic acid). RXN SMILES: [CH3:1][C:2]1[C:3](/[C:16](/[Si:28]([CH3:31])([CH3:30])[CH3:29])=[CH:17]/[C:18]2[S:22][C:21]([C:23]([O:25]CC)=[O:24])=[CH:20][CH:19]=2)=[CH:4][C:5]2[C:6]([CH3:15])([CH3:14])[CH2:7][CH2:8][C:9]([CH3:13])([CH3:12])[C:10]=2[CH:11]=1.CC1C(/C(/[Si](C)(C)C)=C/S2C=CC=C2C(OCC)=O)=CC2C(C)(C)CCC(C)(C)C=2C=1>>[CH3:1][C:2]1[C:3](/[C:16](/[Si:28]([CH3:29])([CH3:31])[CH3:30])=[CH:17]/[C:18]2[S:22][C:21]([C:23]([OH:25])=[O:24])=[CH:20][CH:19]=2)=[CH:4][C:5]2[C:6]([CH3:15])([CH3:14])[CH2:7][CH2:8][C:9]([CH3:12])([CH3:13])[C:10]=2[CH:11]=1. Procedure: Following General Procedure C, ethyl(Z)-5-[2-(3,5,5,8,8-pentamethyl-5,6,7,8-tetrahydronaphthalen-2-yl)-2-(trimethylsilyl)vinyl]thiophene-2-carboxylate (Compound 15, 0.050 g, 0.11 mmol) was hydrolyzed to give the title compound. Reactants: CC=1C(=CC=2C(CCC(C2C1)(C)C)(C)C)/C(=C/C1=CC=C(S1)C(=O)OCC)/[Si](C)(C)C (ethyl(Z)-5-[2-(3,5,5,8,8-pentamethyl-5,6,7,8-tetrahydronaphthalen-2-yl)-2-(trimethylsilyl)vinyl]thiophene-2-carboxylate), CC=1C(=CC=2C(CCC(C2C1)(C)C)(C)C)/C(=C/S1C(=CC=C1)C(=O)OCC)/[Si](C)(C)C (Ethyl(Z)-S-[2-(3,5,5,8,8-pentamethyl-5,6,7,8-tetrahydronaphthalen-2-yl)-2-(trimethylsilyl)vinyl]thiophene-2-carboxylate). Starting materials: Cl (hydrochloric acid), C1(=CC=CC=C1)C(C(C)NC(=O)OC(C)(C)C)O (1-phenyl-2-(t-butoxycarbonylamino)propanol). Solvent: CO (methanol). Yields the product C1(=CC=CC=C1)C(C(C)N)O (1-phenyl-2-aminopropanol). Yield: 77.0%. RXN SMILES: Cl.[C:2]1([CH:8]([OH:19])[CH:9]([NH:11]C(OC(C)(C)C)=O)[CH3:10])[CH:7]=[CH:6][CH:5]=[CH:4][CH:3]=1>CO>[C:2]1([CH:8]([OH:19])[CH:9]([NH2:11])[CH3:10])[CH:7]=[CH:6][CH:5]=[CH:4][CH:3]=1. Procedure: 20 ml of 3N-hydrochloric acid solution and 10 ml of methanol were added into the above-described 1-phenyl-2-(t-butoxycarbonylamino)propanol in an amount of 1.05 g (4.00 mmol), and the resulting solution was stirred for an hour at an ambient temperature. Then, the methanol in the solution was distilled out, and the aqueous layer of the solution was separated by extraction with ethyl acetate. The aqueous layer was adjusted to alkaline state by adding aqueous solution of sodium hydroxide and was th... The reactants are C([O-])([O-])=O.[Na+].[Na+] (sodium carbonate), CC1(OB(OC1(C)C)C(C(=O)[O-])C1=CC=CC=C1)C (4,4,5,5-tetramethyl-1,3,2-dioxaborolan-2-yl(phenyl]acetate), ClC1=NC=C(C=C1)O (2-chloro-5-hydroxypyridine). The reagents and catalysts are C=1C=CC(=CC1)/C=C/C(=O)/C=C/C2=CC=CC=C2.C=1C=CC(=CC1)/C=C/C(=O)/C=C/C2=CC=CC=C2.C=1C=CC(=CC1)/C=C/C(=O)/C=C/C2=CC=CC=C2.[Pd].[Pd] (tris(dibenzylideneacetone)dipalladium). Run in C(C)(=O)OCC (ethyl acetate), O (water), C(OC)COC (dimethoxyethane). Yields the product OC=1C=CC(=NC1)C1=CC=C(C=C1)CC(=O)OC (methyl [4-(5-hydroxy-2-pyridinyl)phenyl]acetate). The yield is 24.0%. As a reaction SMILES: [C:1](=O)([O-])[O-].[Na+].[Na+].CC1(C)C(C)(C)OB([CH:15]([C:19]2[CH:24]=[CH:23][CH:22]=[CH:21][CH:20]=2)[C:16]([O-:18])=[O:17])O1.Cl[C:27]1[CH:32]=[CH:31][C:30]([OH:33])=[CH:29][N:28]=1>C(COC)OC.C(OCC)(=O)C.O.C1C=CC(/C=C/C(/C=C/C2C=CC=CC=2)=O)=CC=1.C1C=CC(/C=C/C(/C=C/C2C=CC=CC=2)=O)=CC=1.C1C=CC(/C=C/C(/C=C/C2C=CC=CC=2)=O)=CC=1.[Pd].[Pd]>[OH:33][C:30]1[CH:31]=[CH:32][C:27]([C:22]2[CH:21]=[CH:20][C:19]([CH2:15][C:16]([O:18][CH3:1])=[O:17])=[CH:24][CH:23]=2)=[N:28][CH:29]=1 |f:0.1.2,8.9.10.11.12|. Procedure details: Tetrakis(triphenylphosphine)palladium (0) (220 mg, 0.193 mmol) and a 2N aqueous sodium carbonate solution (4.63 ml) were added to a solution of methyl [4-(4,4,5,5-tetramethyl-1,3,2-dioxaborolan-2-yl(phenyl]acetate (1.07 g, 3.86 mmol) obtained in Example (12-1, and 2-chloro-5-hydroxypyridine (500 mg, 3.86 mmol) in dimethoxyethane (20 ml), and the mixture was stirred under heating with reflux overnight. The reaction mixture was diluted with ethyl acetate and water, and the insolubles were removed ... Yields the product Nc1ccc(F)cc1C(=O)O. RXN SMILES: [Cu:13][Cl:14].[F:2][c:3]1[cH:4][cH:5][c:6]([Br:12])[c:7]([C:8](=[O:9])[O-:10])[cH:11]1.[NH3:1]>>[NH2:1][c:6]1[cH:5][cH:4][c:3]([F:2])[cH:11][c:7]1[C:8](=[O:9])[OH:10]. The reactants are Cl[Cu], O=C([O-])c1cc(F)ccc1Br, N. Reactants: CC(CCN1CCN(CC1)C(CCCC1=C(C=C(C(=O)O)C=C1)C)=O)(C)C (4-{4-[4-(3,3-dimethyl-butyl)-piperazin-1-yl]-4-oxo-butyl}-3-methyl-benzoic acid), C(C)(C)(C)OC(=O)N1CCNC2=C(C1)C=CC=C2 (1,2,3,5-tetrahydro-benzo[e][1,4]diazepine-4-carboxylic acid tert-butyl ester), CCN(C(C)C)C(C)C (DIEA). The reagents and catalysts are CN(C)C=1C=CN=CC1 (DMAP). Solvent: ClCCl (dichloromethane). Product: C(C)(C)(C)OC(=O)N1CCN(C2=C(C1)C=CC=C2)C(C2=CC(=C(C=C2)CCCC(=O)N2CCN(CC2)CCC(C)(C)C)C)=O (1-(4-{4-[4-(3,3-Dimethyl-butyl)-piperazin-1-yl]-4-oxo-butyl}-3-methyl-benzoyl)-1,2,3,5-tetrahydro-benzo[e][1,4]diazepine-4-carboxylic Acid Tert-butyl Ester). The yield is 28.0%. Reaction SMILES: [CH3:1][C:2]([CH3:27])([CH3:26])[CH2:3][CH2:4][N:5]1[CH2:10][CH2:9][N:8]([C:11](=[O:25])[CH2:12][CH2:13][CH2:14][C:15]2[CH:23]=[CH:22][C:18]([C:19](O)=[O:20])=[CH:17][C:16]=2[CH3:24])[CH2:7][CH2:6]1.[C:28]([O:32][C:33]([N:35]1[CH2:41][C:40]2[CH:42]=[CH:43][CH:44]=[CH:45][C:39]=2[NH:38][CH2:37][CH2:36]1)=[O:34])([CH3:31])([CH3:30])[CH3:29].CCN(C(C)C)C(C)C>CN(C1C=CN=CC=1)C.ClCCl>[C:28]([O:32][C:33]([N:35]1[CH2:41][C:40]2[CH:42]=[CH:43][CH:44]=[CH:45][C:39]=2[N:38]([C:19](=[O:20])[C:18]2[CH:22]=[CH:23][C:15]([CH2:14][CH2:13][CH2:12][C:11]([N:8]3[CH2:9][CH2:10][N:5]([CH2:4][CH2:3][C:2]([CH3:1])([CH3:27])[CH3:26])[CH2:6][CH2:7]3)=[O:25])=[C:16]([CH3:24])[CH:17]=2)[CH2:37][CH2:36]1)=[O:34])([CH3:31])([CH3:29])[CH3:30]. Procedure details: WSCD (58 mg, 0.30 mmol) and DMAP (18 mg, 0.15 mmol) were added to a solution of 4-{4-[4-(3,3-dimethyl-butyl)-piperazin-1-yl]-4-oxo-butyl}-3-methyl-benzoic acid from Example E43 (55 mg, 0.15 mmol) and 1,2,3,5-tetrahydro-benzo[e][1,4]diazepine-4-carboxylic acid tert-butyl ester (73 mg, 0.30 mmol) in dichloromethane (3 ml) and DIEA (0.052 ml, 0.30 mmol). The mixture was heated at reflux for 5 days, washed with saturated NaHCO3 then brine, dried and concentrated in vacuo. The residue was purified by...